From a dataset of the Open Reaction Database (ORD), a public repository of structured organic reaction records. describe an organic reaction: reactants, conditions, products, and yield Starting materials: CC(=O)O, Cl, O=C1N(c2ccc(OC(F)(F)F)cc2)CCC12CCNCC2, O=S(=O)(Cl)c1cccnc1. Yields the product O=C1N(c2ccc(OC(F)(F)F)cc2)CCC12CCN(S(=O)(=O)c1cccnc1)CC2. As a reaction SMILES: [C:1]([OH:2])(=[O:3])[CH3:4].[ClH:37].[F:5][C:6]([O:7][c:8]1[cH:9][cH:10][c:11]([N:14]2[C:15](=[O:24])[C:16]3([CH2:17][CH2:18]2)[CH2:19][CH2:20][NH:21][CH2:22][CH2:23]3)[cH:12][cH:13]1)([F:25])[F:26].[n:27]1[cH:28][c:29]([S:33](=[O:34])(=[O:35])[Cl:36])[cH:30][cH:31][cH:32]1>>[F:5][C:6]([O:7][c:8]1[cH:9][cH:10][c:11]([N:14]2[C:15](=[O:24])[C:16]3([CH2:17][CH2:18]2)[CH2:19][CH2:20][N:21]([S:33]([c:29]2[cH:28][n:27][cH:32][cH:31][cH:30]2)(=[O:34])=[O:35])[CH2:22][CH2:23]3)[cH:12][cH:13]1)([F:25])[F:26]. Starting materials: 2′-diethylaminoethanol, C=1(C(=CC=CC1)C)C (xylol), C1=CC=CC=2SC3=CC=CC=C3C(C12)=O (9H-thioxanthen-9-one), C1=CC=CC=2SC3=CC=CC=C3C(C12)=O (9H-thioxanthen-9-one), solid, [Na] (sodium), Intermediate 3. Run at temperature 37.5 celsius. Product: CC1=CC=2C(C3=CC=CC=C3SC2C=C1)=O (2-methyl-9H-thioxanthen-9-one). Reaction SMILES: [CH:1]1[C:14]2[C:13](=[O:15])[C:12]3[C:7](=[CH:8][CH:9]=[CH:10][CH:11]=3)[S:6][C:5]=2[CH:4]=[CH:3][CH:2]=1.[Na].[C:17]1(C)C(C)=CC=CC=1>>[CH3:17][C:2]1[CH:3]=[CH:4][C:5]2[S:6][C:7]3[C:12](=[CH:11][CH:10]=[CH:9][CH:8]=3)[C:13](=[O:15])[C:14]=2[CH:1]=1 |^1:15|. Procedure: 2-{[2-diethylamino)ethoxy]methyl}-9H-thioxanthen-9-one (intermediate 4): 2′-diethylaminoethanol (1.17 g) was dissolved in 50 ml of absolute xylol; then during constant vigorous mixing and warming to 35-40° C. 0.24 g of solid sodium was added in small portions followed by mixing and warming of the mixture for one hour. Intermediate 3 (1.5 g) was added to the mixture in small portions, and the whole mixture was mildly refluxed for 56 hours. The solid material was removed by filtering the mixture. ...